This data is from the Open Reaction Database (ORD), a public repository of structured organic reaction records. The task is: describe an organic reaction: reactants, conditions, products, and yield The reactants are C(C)(C)(C)OC(=O)N1CCC(CC1)OC1=C(C=C(C=C1)[N+](=O)[O-])Cl (4-(1-t-butoxycarbonylpiperidin-4-yloxy)-3-chloronitrobenzene), C=O (formaldehyde), C([O-])([O-])=O.[K+].[K+] (potassium carbonate). The solvent is C(=O)O (formic acid). Reaction conditions: temperature 100 celsius, time 2 hour. Product: ClC=1C=C(C=CC1OC1CCN(CC1)C)[N+](=O)[O-] (3-Chloro-4-(1-methylpiperidin-4-yloxy)nitrobenzene). Yield: 98.4%. Reaction SMILES: C(O[C:6]([N:8]1[CH2:13][CH2:12][CH:11]([O:14][C:15]2[CH:20]=[CH:19][C:18]([N+:21]([O-:23])=[O:22])=[CH:17][C:16]=2[Cl:24])[CH2:10][CH2:9]1)=O)(C)(C)C.C=O.C(=O)([O-])[O-].[K+].[K+]>C(O)=O>[Cl:24][C:16]1[CH:17]=[C:18]([N+:21]([O-:23])=[O:22])[CH:19]=[CH:20][C:15]=1[O:14][CH:11]1[CH2:12][CH2:13][N:8]([CH3:6])[CH2:9][CH2:10]1 |f:2.3.4|. Procedure: To a suspension of 4-(1-t-butoxycarbonylpiperidin-4-yloxy)-3-chloronitrobenzene (1.50 g) obtained in reference example 3 in 90% formic acid (4.00 g) was added 37% formaldehyde (2.50 g), and the resulting mixture was stirred at 100° C. for 2 hours. After cooling to room temperature, the reaction mixture was neutralized with an aqueous potassium carbonate solution and extracted with ethyl acetate. The extract was washed with a saturated aqueous sodium chloride solution, dried over anhydrous magnes... Reactants: FC1=CC=C(C=C1)C1=CC=C(C=C1)O (4′-fluoro-biphenyl-4-ol), C(C)OC(=O)C1(CN(CC1)C(C1=C(C=CC=C1)OC)=O)CI (3-iodomethyl-1-(2-methoxy-benzoyl)-pyrrolidine-3-carboxylic acid ethyl ester). The product is C(C)OC(=O)C1(CN(CC1)C(C1=C(C=CC=C1)OC)=O)COC1=CC=C(C=C1)C1=CC=C(C=C1)F (3-(4′-Fluoro-biphenyl-4-yloxymethyl)-1-(2-methoxy-benzoyl)-pyrrolidine-3-carboxylic acid ethyl ester), solid. Yield: 76.0%. As a reaction SMILES: [F:1][C:2]1[CH:7]=[CH:6][C:5]([C:8]2[CH:13]=[CH:12][C:11]([OH:14])=[CH:10][CH:9]=2)=[CH:4][CH:3]=1.[CH2:15]([O:17][C:18]([C:20]1([CH2:35]I)[CH2:24][CH2:23][N:22]([C:25](=[O:34])[C:26]2[CH:31]=[CH:30][CH:29]=[CH:28][C:27]=2[O:32][CH3:33])[CH2:21]1)=[O:19])[CH3:16]>>[CH2:15]([O:17][C:18]([C:20]1([CH2:35][O:14][C:11]2[CH:12]=[CH:13][C:8]([C:5]3[CH:4]=[CH:3][C:2]([F:1])=[CH:7][CH:6]=3)=[CH:9][CH:10]=2)[CH2:24][CH2:23][N:22]([C:25](=[O:34])[C:26]2[CH:31]=[CH:30][CH:29]=[CH:28][C:27]=2[O:32][CH3:33])[CH2:21]1)=[O:19])[CH3:16]. Procedure details: The title compound was prepared according to the method described for Preparation 29 using 4′-fluoro-biphenyl-4-ol and 3-iodomethyl-1-(2-methoxy-benzoyl)-pyrrolidine-3-carboxylic acid ethyl ester (Preparation 15) to afford the racemate as a white solid (178 mg, 76%)